Dataset: the Open Reaction Database (ORD), a public repository of structured organic reaction records. Task: describe an organic reaction: reactants, conditions, products, and yield The reactants are Cl, CC(COc1cccc(F)c1)NC(=O)OC(C)(C)C, C1COCCO1. The product is CC(N)COc1cccc(F)c1. As a reaction SMILES: [ClH:20].[F:1][c:2]1[cH:3][c:4]([O:5][CH2:6][CH:7]([CH3:8])[NH:9][C:10](=[O:11])[O:12][C:13]([CH3:14])([CH3:15])[CH3:16])[cH:17][cH:18][cH:19]1.[O:21]1[CH2:22][CH2:23][O:24][CH2:25][CH2:26]1>>[F:1][c:2]1[cH:3][c:4]([O:5][CH2:6][CH:7]([CH3:8])[NH2:9])[cH:17][cH:18][cH:19]1. The reactants are ClC1=NN=C(C2=CC=CC=C12)C1=C(C=CC2=CC=CC=C12)OS(=O)(=O)C(F)(F)F (trifluoromethanesulfonic acid 1-(4-chlorophthalazin-1-yl)-naphthalen-2-yl ester), N[C@@H](C(CC)(CC)O)C1=CC=CC=C1 (3-((R)-aminophenyl-methyl)pentan-3-ol). Run at temperature 120 celsius, time 24 hour. Product: C(C)C([C@@H](C1=CC=CC=C1)NC1=NN=C(C2=CC=CC=C12)C1=C(C=CC2=CC=CC=C12)OS(=O)(=O)C(F)(F)F)(CC)O (Trifluoromethanesulfonic acid 1-[4-((R)-2-ethyl-2-hydroxy-1-phenylbutylamino)phthalazin-1-yl]-naphthalen-2-yl ester). Isolated yield 55.3%. RXN SMILES: Cl[C:2]1[C:11]2[C:6](=[CH:7][CH:8]=[CH:9][CH:10]=2)[C:5]([C:12]2[C:21]3[C:16](=[CH:17][CH:18]=[CH:19][CH:20]=3)[CH:15]=[CH:14][C:13]=2[O:22][S:23]([C:26]([F:29])([F:28])[F:27])(=[O:25])=[O:24])=[N:4][N:3]=1.[NH2:30][C@H:31]([C:38]1[CH:43]=[CH:42][CH:41]=[CH:40][CH:39]=1)[C:32]([OH:37])([CH2:35][CH3:36])[CH2:33][CH3:34]>>[CH2:33]([C:32]([OH:37])([CH2:35][CH3:36])[C@H:31]([NH:30][C:2]1[C:11]2[C:6](=[CH:7][CH:8]=[CH:9][CH:10]=2)[C:5]([C:12]2[C:21]3[C:16](=[CH:17][CH:18]=[CH:19][CH:20]=3)[CH:15]=[CH:14][C:13]=2[O:22][S:23]([C:26]([F:29])([F:28])[F:27])(=[O:25])=[O:24])=[N:4][N:3]=1)[C:38]1[CH:43]=[CH:42][CH:41]=[CH:40][CH:39]=1)[CH3:34]. Procedure details: To trifluoromethanesulfonic acid 1-(4-chlorophthalazin-1-yl)-naphthalen-2-yl ester (600 mg, 1.37 mmol) was added 3-((R)-aminophenyl-methyl)pentan-3-ol (1.06 g, 5.49 mmol). The resulting suspension was stirred for 24 hrs at 120° C. The mixture was purified by flash chromatography on silica gel (toluene/EtOAc 10:0→5:1) followed by crystallization from diethyl ether to give 451 mg of the title compound as a white powder as a mixture of diastereomers. (yield: 55%)